This data is from the Open Reaction Database (ORD), a public repository of structured organic reaction records. The task is: describe an organic reaction: reactants, conditions, products, and yield Reactants: FC1=C(C(=O)NC=2C(=NNC2)C2=NC3=C(N2)C=CC=C3C=O)C(=CC=C1)F (2,6-difluoro-N-[3-(4-formyl-1H-benzimidazol-2-yl)-1H-pyrazol-4-yl]-benzamide), N1CCOCC1 (morpholine), C(C)(=O)O[BH-](OC(C)=O)OC(C)=O.[Na+] (sodium triacetoxyborohydride). The solvent is C(Cl)Cl (CH2Cl2), C1CCOC1 (THF). Reaction conditions: time 2 hour. Yields the product FC1=C(C(=O)NC=2C(=NNC2)C2=NC3=C(N2C)C=CC=C3N3CCOCC3)C(=CC=C1)F (2,6-difluoro-N-[3-(4-morpholin-4-yl-methyl-1H-benzimidazol-2-yl)-1H-pyrazol-4-yl]-benzamide). Yield: 37.1%. As a reaction SMILES: [F:1][C:2]1[CH:26]=[CH:25][CH:24]=[C:23]([F:27])[C:3]=1[C:4]([NH:6][C:7]1[C:8]([C:12]2[NH:16][C:15]3[CH:17]=[CH:18][CH:19]=[C:20](C=O)[C:14]=3[N:13]=2)=[N:9][NH:10][CH:11]=1)=[O:5].[NH:28]1[CH2:33][CH2:32][O:31][CH2:30][CH2:29]1.[C:34](O[BH-](OC(=O)C)OC(=O)C)(=O)C.[Na+]>C(Cl)Cl.C1COCC1>[F:27][C:23]1[CH:24]=[CH:25][CH:26]=[C:2]([F:1])[C:3]=1[C:4]([NH:6][C:7]1[C:8]([C:12]2[N:16]([CH3:34])[C:15]3[CH:17]=[CH:18][CH:19]=[C:20]([N:28]4[CH2:33][CH2:32][O:31][CH2:30][CH2:29]4)[C:14]=3[N:13]=2)=[N:9][NH:10][CH:11]=1)=[O:5] |f:2.3|. Procedure details: To a solution of 2,6-difluoro-N-[3-(4-formyl-1H-benzimidazol-2-yl)-1H-pyrazol-4-yl]-benzamide (30 mg, 0.08 mmol) and morpholine (14 mg, 0.16 mmol) in CH2Cl2 (5 ml) and THF (2 ml) was added 3 Å molecular sieves (1 g) followed by sodium triacetoxyborohydride (50 mg, 0.24 mmol) and the mixture stirred at ambient temperature under a nitrogen atmosphere for 2 h. The reaction mixture was filtered through Celite, reduced in vacuo then purified by flash column chromatography [SiO2, EtOAc-hexane (1:1, 1:...